Dataset: the Open Reaction Database (ORD), a public repository of structured organic reaction records. Task: describe an organic reaction: reactants, conditions, products, and yield Reactants: BrCc1ccccn1, Br, O=C([O-])[O-], CCCCc1nc(CO)[nH]c(=O)c1Cc1ccc(-c2ccccc2C#N)cc1, CN(C)C=O, CCOC(C)=O, [Cs+], [Cs+]. Product: CCCCc1nc(CO)n(Cc2ccccn2)c(=O)c1Cc1ccc(-c2ccccc2C#N)cc1. Reaction SMILES: [Br:36][CH2:37][c:38]1[n:39][cH:40][cH:41][cH:42][cH:43]1.[BrH:35].[C:29](=[O:30])([O-:31])[O-:32].[CH2:1]([CH2:2][CH2:3][CH3:4])[c:5]1[n:6][c:7]([CH2:27][OH:28])[nH:8][c:9](=[O:26])[c:10]1[CH2:11][c:12]1[cH:13][cH:14][c:15](-[c:18]2[c:19]([C:24]#[N:25])[cH:20][cH:21][cH:22][cH:23]2)[cH:16][cH:17]1.[CH3:44][N:45]([CH3:46])[CH:47]=[O:48].[CH3:49][CH2:50][O:51][C:52](=[O:53])[CH3:54].[Cs+:33].[Cs+:34]>>[CH2:1]([CH2:2][CH2:3][CH3:4])[c:5]1[n:6][c:7]([CH2:27][OH:28])[n:8]([CH2:37][c:38]2[n:39][cH:40][cH:41][cH:42][cH:43]2)[c:9](=[O:26])[c:10]1[CH2:11][c:12]1[cH:13][cH:14][c:15](-[c:18]2[c:19]([C:24]#[N:25])[cH:20][cH:21][cH:22][cH:23]2)[cH:16][cH:17]1. Reactants: CC(C)(C)OC(=O)N1CCOc2c(cccc2C(=O)O)C1, C1COCCN1, CCN=C=NCCCN(C)C, Cl, CN(C)C=O, O, On1nnc2ccccc21. The product is CC(C)(C)OC(=O)N1CCOc2c(cccc2C(=O)N2CCOCC2)C1. Reaction SMILES: [C:1]([CH3:2])([CH3:3])([CH3:4])[O:5][C:6](=[O:7])[N:8]1[CH2:9][CH2:10][O:11][c:12]2[c:13]([cH:15][cH:16][cH:17][c:18]2[C:19](=[O:20])[OH:21])[CH2:14]1.[CH2:32]1[CH2:33][O:34][CH2:35][CH2:36][NH:37]1.[CH3:39][N:40]([CH3:41])[CH2:42][CH2:43][CH2:44][N:45]=[C:46]=[N:47][CH2:48][CH3:49].[ClH:38].[O:50]=[CH:51][N:52]([CH3:53])[CH3:54].[OH2:55].[OH:22][n:23]1[c:24]2[cH:25][cH:26][cH:27][cH:28][c:29]2[n:30][n:31]1>>[C:1]([CH3:2])([CH3:3])([CH3:4])[O:5][C:6](=[O:7])[N:8]1[CH2:9][CH2:10][O:11][c:12]2[c:13]([cH:15][cH:16][cH:17][c:18]2[C:19](=[O:21])[N:37]2[CH2:32][CH2:33][O:34][CH2:35][CH2:36]2)[CH2:14]1. Reactants: CO, CC1CN(C(=O)C(F)(F)F)CCc2cc(-c3c(Br)cnn3C)ccc21, [Na+], [OH-]. Yields the product CC1CNCCc2cc(-c3c(Br)cnn3C)ccc21. As a reaction SMILES: [CH3:28][OH:29].[F:1][C:2]([F:3])([F:4])[C:24]([N:5]1[CH2:6][CH2:7][c:8]2[c:9]([cH:13][cH:14][c:15](-[c:17]3[n:18]([CH3:23])[n:19][cH:20][c:21]3[Br:22])[cH:16]2)[CH:10]([CH3:12])[CH2:11]1)=[O:25].[Na+:27].[OH-:26]>>[NH:5]1[CH2:6][CH2:7][c:8]2[c:9]([cH:13][cH:14][c:15](-[c:17]3[n:18]([CH3:23])[n:19][cH:20][c:21]3[Br:22])[cH:16]2)[CH:10]([CH3:12])[CH2:11]1. Solvent: CN(C=O)C (N,N-dimethylformamide). As a reaction SMILES: [Br:1][C:2]1[CH:9]=[CH:8][CH:7]=[CH:6][C:3]=1[CH2:4]Br.O.[C-:11]#[N:12].[K+]>CN(C)C=O>[Br:1][C:2]1[CH:9]=[CH:8][CH:7]=[CH:6][C:3]=1[CH2:4][C:11]#[N:12] |f:2.3|. Yield: 96.4%. Reported procedure: 25 g (100 mmol) of 2-bromobenzyl bromide is mixed in 100 ml of N,N-dimethylformamide and 64 ml of water with 9.75 g (150 mmol) of potassium cyanide and stirred overnight at room temperature. The reaction mixture is poured into ice water. After being extracted three times with methyl tert-butyl ether, the combined organic extracts are washed with brine, dried, and the solvent is spun off. The residue is chromatographed on silica gel (mobile solvent: ethyl acetate/hexane). 18.9 g (96.4%) of the de... Reactants: ice water, O (water), [C-]#N.[K+] (potassium cyanide), BrC1=C(CBr)C=CC=C1 (2-bromobenzyl bromide). Product: BrC1=C(C=CC=C1)CC#N ((2-Bromophenyl)-acetonitrile).